This data is from the Open Reaction Database (ORD), a public repository of structured organic reaction records. The task is: describe an organic reaction: reactants, conditions, products, and yield Starting materials: C(\C=C/C(=O)[O-])(=O)[O-].[NH4+].[NH4+] (ammonium maleate), C(\C=C/C(=O)O)(=O)O (maleic acid). Conditions: temperature 30 celsius, time 24 hour. Yields the product N[C@@H](CC(=O)[O-])C(=O)[O-].[NH4+].[NH4+] (ammonium L-aspartate). Yield: 99.0%. Reaction SMILES: [C:1]([O-:8])(=[O:7])/[CH:2]=[CH:3]\[C:4]([O-:6])=[O:5].[NH4+:9].[NH4+].C(O)(=O)/C=C\C(O)=O>>[NH2:9][C@H:2]([C:1]([O-:8])=[O:7])[CH2:3][C:4]([O-:6])=[O:5].[NH4+:9].[NH4+:9] |f:0.1.2,4.5.6|. Procedure: According to the same procedure of Example 1, cells of Alcaligenes faecalis ATCC 8750 was added to 2 L of an ammonium maleate substrate solution containing 400 g of maleic acid, and the substrate solution was gently stirred at 30° C. for 24 hours. After the reaction, ammonium L-aspartate was formed with a molar yield of 99.0% based on maleic acid. To the reaction solution from which the cells had been removed by centrifugation, was added 410 g of maleic acid at 30° C., to precipitate crystals of... The reactants are ClS(=O)(=O)C1=CC=C(C(=O)O)C=C1 (4-(chlorosulfonyl)benzoic acid), COC1=CC=C(NC)C=C1 (4-methoxy-N-methylaniline). Product: COC1=CC=C(C=C1)N(S(=O)(=O)C1=CC=C(C(=O)O)C=C1)C (4-(N-(4-methoxyphenyl)-N-methylsulfamoyl)benzoic acid). Reaction SMILES: Cl[S:2]([C:5]1[CH:13]=[CH:12][C:8]([C:9]([OH:11])=[O:10])=[CH:7][CH:6]=1)(=[O:4])=[O:3].[CH3:14][O:15][C:16]1[CH:23]=[CH:22][C:19]([NH:20][CH3:21])=[CH:18][CH:17]=1>>[CH3:14][O:15][C:16]1[CH:23]=[CH:22][C:19]([N:20]([CH3:21])[S:2]([C:5]2[CH:13]=[CH:12][C:8]([C:9]([OH:11])=[O:10])=[CH:7][CH:6]=2)(=[O:4])=[O:3])=[CH:18][CH:17]=1. Procedure: 4-(chlorosulfonyl)benzoic acid (0.5 g, 2.27 mmol) was treated with 4-methoxy-N-methylaniline (933 mg, 6.80 mmol) using method A to give 4-(N-(4-methoxyphenyl)-N-methylsulfamoyl)benzoic acid as a yellow solid. Yield: 617 mg (85%). 1H-NMR: 8.10 (d, J=8.5 Hz, 2H), 7.63 (d, J=8.5 Hz, 2H), 6.98 (d, J=8.5 Hz, 2H), 6.88 (d, J=8.5 Hz, 2H), 3.74 (s, 3H), 3.13 (s, 3H). The reactants are COC(N=C(C(C=1C=C(C2=C(COCO2)C1)OC)=NC1=CC(=C(C=C1)C#N)CNC(=O)OC(C)(C)C)SC)=O ({2-[3-(t-butoxycarbonylaminomethyl)-4-cyanophenylimino]-2-(8-methoxy-4H-benzo[1,3]-dioxin-6-yl)-1-methylsulfanylethylidene}carbamic acid methyl ester), C1CCOC1 (THF), COC(=O)C=1SC=CC1NN (3-hydrazinothiophene-2-carboxylic acid methyl ester). Run in C(C)N(CC)CC (triethylamine). Conditions: temperature 65 celsius, time 15 hour. Yields the product COC(=O)C=1SC=CC1N1N=C(NC1=O)C(C=1C=C(C2=C(COCO2)C1)OC)NC1=CC(=C(C=C1)C#N)CNC(=O)OC(C)(C)C (3-(3-{[3-(t-Butoxycarbonylaminomethyl)-4-cyanophenylamino]-(8-methoxy-4H-benzo[1,3]-dioxin-6-yl)methyl}-5-oxo-4,5-dihydro-[1,2,4]triazol-1-yl)thiophene-2-carboxylic Acid Methyl Ester). The yield is 87.2%. RXN SMILES: CO[C:3](=[O:39])[N:4]=[C:5](SC)[C:6](=[N:19][C:20]1[CH:25]=[CH:24][C:23]([C:26]#[N:27])=[C:22]([CH2:28][NH:29][C:30]([O:32][C:33]([CH3:36])([CH3:35])[CH3:34])=[O:31])[CH:21]=1)[C:7]1[CH:8]=[C:9]([O:17][CH3:18])[C:10]2[O:15][CH2:14][O:13][CH2:12][C:11]=2[CH:16]=1.C1COCC1.[CH3:45][O:46][C:47]([C:49]1[S:50][CH:51]=[CH:52][C:53]=1[NH:54][NH2:55])=[O:48]>C(N(CC)CC)C>[CH3:45][O:46][C:47]([C:49]1[S:50][CH:51]=[CH:52][C:53]=1[N:54]1[C:3](=[O:39])[NH:4][C:5]([CH:6]([NH:19][C:20]2[CH:25]=[CH:24][C:23]([C:26]#[N:27])=[C:22]([CH2:28][NH:29][C:30]([O:32][C:33]([CH3:36])([CH3:35])[CH3:34])=[O:31])[CH:21]=2)[C:7]2[CH:8]=[C:9]([O:17][CH3:18])[C:10]3[O:15][CH2:14][O:13][CH2:12][C:11]=3[CH:16]=2)=[N:55]1)=[O:48]. Procedure: To a mixture of {2-[3-(t-butoxycarbonylaminomethyl)-4-cyanophenylimino]-2-(8-methoxy-4H-benzo[1,3]-dioxin-6-yl)-1-methylsulfanylethylidene}carbamic acid methyl ester (Example (2c))(101 mg) and THF (2.0 mL) there were added 3-hydrazinothiophene-2-carboxylic acid methyl ester (33.1 mg) and triethylamine (27.9 μL), and the mixture was stirred at 65° C. for 15 hours under a nitrogen atmosphere. The solvent in the mixture was distilled off. DMF (2.0 mL) was added to the residue, and the mixture was s... The reactants are solution, [OH-].[Na+] (NaOH), C(C=C)(=O)NC(CS(=O)(=O)O)(C)C (2-acrylamido-2-methylpropane sulfonic acid). The solvent is O (water). The product is C(C=C)(=O)NC(CS(=O)(=O)[O-])(C)C.[Na+] (sodium 2-acrylamido-2-methylpropane sulfonate). As a reaction SMILES: [OH-].[Na+:2].[C:3]([NH:7][C:8]([CH3:15])([CH3:14])[CH2:9][S:10]([OH:13])(=[O:12])=[O:11])(=[O:6])[CH:4]=[CH2:5]>O>[C:3]([NH:7][C:8]([CH3:15])([CH3:14])[CH2:9][S:10]([O-:13])(=[O:11])=[O:12])(=[O:6])[CH:4]=[CH2:5].[Na+:2] |f:0.1,4.5|. Procedure: 174.4 parts of a 50% NaOH solution are dissolved in 373.8 parts of deionized water to make a 16% solution. The solution is cooled to room temperature. 452 parts of 2-acrylamido-2-methylpropane sulfonic acid monomer (AMPS) are added to the solution at between about 25 and about 30° C. After the AMPS has fully dissolved, the solution is cooled to 20° C. and the pH is adjusted to 9.1. The solvent is removed to yield sodium 2-acrylamido-2-methylpropane sulfonate monomer. As a reaction SMILES: Cl[CH2:2][C:3]([N:5]1[CH:10]([CH3:11])[CH2:9][CH2:8][CH2:7][CH:6]1[CH3:12])=[O:4].[S-:13][C:14]#[N:15].[K+]>C(O)C>[S:13]([CH2:2][C:3]([N:5]1[CH:10]([CH3:11])[CH2:9][CH2:8][CH2:7][CH:6]1[CH3:12])=[O:4])[C:14]#[N:15] |f:1.2|. Run at time 3 hour. Reported procedure: 1-(α-Chloroacetyl)-2,6-dimethylpiperidine (18.9 grams; 0.1 mol), potassium thiocyanate (18 grams; 0.2 mol) and ethanol (100 ml) were charged into a glass reaction flask equipped with a mechanical stirrier and reflux condenser. The reaction mixture was heated at reflux, with stirring, for a period of about 3 hours. After this time the reaction mixture was cooled and filtered. The ethanol was evaporated under reduced pressure to yield a dark solid. The solid was extracted with two 200 ml portions ... The reactants are ClCC(=O)N1C(CCCC1C)C (1-(α-Chloroacetyl)-2,6-dimethylpiperidine), [S-]C#N.[K+] (potassium thiocyanate). Yields the product S(C#N)CC(=O)N1C(CCCC1C)C (1-(α-thiocyanoacetyl)-2,6-dimethylpiperidine). Solvent: C(C)O (ethanol).